From a dataset of the Open Reaction Database (ORD), a public repository of structured organic reaction records. describe an organic reaction: reactants, conditions, products, and yield Starting materials: Cl.CS(=O)(=O)NC1=CC=C(C(=O)NCC2N(CCN(C2)C2=CC=CC=C2)CC2=CC=CC=C2)C=C1 (4-[(methylsulfonyl)amino]-N-[[4-phenyl-1-(phenylmethyl)piperazin-2-yl]methyl]benzamide hydrochloride). The reagents and catalysts are [OH-].[OH-].[Pd+2] (Pd(OH)2). Run in CO (methanol). The product is Cl.CS(=O)(=O)NC1=CC=C(C(=O)NCC2NCCN(C2)C2=CC=CC=C2)C=C1 (4-[(Methylsulfonyl)amino]-N-[(4-phenylpiperazin-2-yl)methyl]benzamide hydrochloride). RXN SMILES: [ClH:1].[CH3:2][S:3]([NH:6][C:7]1[CH:35]=[CH:34][C:10]([C:11]([NH:13][CH2:14][CH:15]2[CH2:20][N:19]([C:21]3[CH:26]=[CH:25][CH:24]=[CH:23][CH:22]=3)[CH2:18][CH2:17][N:16]2CC2C=CC=CC=2)=[O:12])=[CH:9][CH:8]=1)(=[O:5])=[O:4]>[OH-].[OH-].[Pd+2].CO>[ClH:1].[CH3:2][S:3]([NH:6][C:7]1[CH:8]=[CH:9][C:10]([C:11]([NH:13][CH2:14][CH:15]2[CH2:20][N:19]([C:21]3[CH:22]=[CH:23][CH:24]=[CH:25][CH:26]=3)[CH2:18][CH2:17][NH:16]2)=[O:12])=[CH:34][CH:35]=1)(=[O:4])=[O:5] |f:0.1,2.3.4,6.7|. Procedure details: To methanol (400 mL) add 4-[(methylsulfonyl)amino]-N-[[4-phenyl-1-(phenylmethyl)piperazin-2-yl]methyl]benzamide hydrochloride (40 g, 77 mmol) and Pd(OH)2 (2.0 g). When the addition is complete, place the reaction mixture on a Parr hydrogenator at 50 p.s.i. of H2 and shake. Monitor the progress of the reaction by thin-layer chromatography. Upon completion of the reaction, remove the catalyst by suction filtration through celite. Wash the pad with methanol. Remove the solvent in vacuo to obtain a ... The reactants are C[O-], CI, CS(C)=O, O=c1[nH]c2ccccc2c2nc(-c3ccc(Cl)cc3)nn12, [Na+], O. Yields the product Cn1c(=O)n2nc(-c3ccc(Cl)cc3)nc2c2ccccc21. Reaction SMILES: [CH3:22][O-:23].[CH3:25][I:26].[CH3:28][S:29]([CH3:30])=[O:31].[Cl:1][c:2]1[cH:3][cH:4][c:5](-[c:8]2[n:9][n:10]3[c:11](=[O:21])[nH:12][c:13]4[cH:14][cH:15][cH:16][cH:17][c:18]4[c:19]3[n:20]2)[cH:6][cH:7]1.[Na+:24].[OH2:27]>>[Cl:1][c:2]1[cH:3][cH:4][c:5](-[c:8]2[n:9][n:10]3[c:11](=[O:21])[n:12]([CH3:22])[c:13]4[cH:14][cH:15][cH:16][cH:17][c:18]4[c:19]3[n:20]2)[cH:6][cH:7]1. Reactants: CO[C@@H](C(=O)O[C@@H]1CC2=C(C=CC=C2CC1)N)C1=CC=CC=C1 ((2S)-8-amino-1,2,3,4-tetrahydronaphthalen-2-yl (2R)-methoxy(phenyl)acetate), [OH-].[Li+] (lithium hydroxide), C(=O)(O)[O-].[Na+] (NaHCO3). The solvent is C(C)(=O)OCC (ethyl acetate), O1CCCC1 (tetrahydrofuran). Product: NC=1C=CC=C2CC[C@@H](CC12)O ((2S)-8-amino-1,2,3,4-tetrahydronaphthalen-2-ol). The yield is 92.3%. As a reaction SMILES: CO[C@H](C1C=CC=CC=1)C([O:6][C@H:7]1[CH2:16][CH2:15][C:14]2[C:9](=[C:10]([NH2:17])[CH:11]=[CH:12][CH:13]=2)[CH2:8]1)=O.[OH-].[Li+].C([O-])(O)=O.[Na+]>O1CCCC1.C(OCC)(=O)C>[NH2:17][C:10]1[CH:11]=[CH:12][CH:13]=[C:14]2[C:9]=1[CH2:8][C@@H:7]([OH:6])[CH2:16][CH2:15]2 |f:1.2,3.4|. Procedure details: A mixture of Example 25A (300 mg, 0.963 mmol) in tetrahydrofuran (4 mL) and aqueous lithium hydroxide (1 M aq, 3 mL, 3.00 mmol) was stirred at ambient temperature for 1.5 hour. The reaction was diluted with ethyl acetate and poured into aqueous saturated NaHCO3 solution. The separated organic phase was washed with brine, dried over Na2SO4, and concentrated in vacuo. The result was 145 mg (92% yield) of the title compound as a tan solid. 1H NMR (300 MHz, DMSO-d6) δ 6.76 (t, 1H), 6.41 (d, 1H), 6.2...